Dataset: the Open Reaction Database (ORD), a public repository of structured organic reaction records. Task: describe an organic reaction: reactants, conditions, products, and yield Starting materials: C(#N)C1=CC=C(CN2CCNCC2)C=C1 (4-cyanobenzylpiperazine), ClCCSSCCCl (bis(2-chloroethyl) disulfide), [OH-].[K+] (potassium hydroxide). The solvent is CS(=O)C (dimethylsulfoxide). Reaction conditions: temperature 80 celsius, time 8 hour. The product is C(CSSCCN1CCN(CC1)CC1=CC=C(C=C1)C#N)N1CCN(CC1)CC1=CC=C(C=C1)C#N (1,1'-(Dithiodi-2,1-ethanediyl)bis[4-(4-cyanobenzyl)piperazine]). Isolated yield 85.0%. Reaction SMILES: [C:1]([C:3]1[CH:15]=[CH:14][C:6]([CH2:7][N:8]2[CH2:13][CH2:12][NH:11][CH2:10][CH2:9]2)=[CH:5][CH:4]=1)#[N:2].Cl[CH2:17][CH2:18][S:19][S:20][CH2:21][CH2:22]Cl.[OH-].[K+]>CS(C)=O>[CH2:17]([N:11]1[CH2:12][CH2:13][N:8]([CH2:7][C:6]2[CH:14]=[CH:15][C:3]([C:1]#[N:2])=[CH:4][CH:5]=2)[CH2:9][CH2:10]1)[CH2:18][S:19][S:20][CH2:21][CH2:22][N:11]1[CH2:12][CH2:13][N:8]([CH2:7][C:6]2[CH:5]=[CH:4][C:3]([C:1]#[N:2])=[CH:15][CH:14]=2)[CH2:9][CH2:10]1 |f:2.3|. Procedure: A mixture of 4-cyanobenzylpiperazine (4.0 g), bis(2-chloroethyl) disulfide (1.9 g), potassium hydroxide (5.0 g), and dimethylsulfoxide (50 ml) is heated at 80° C. until the solution turns pink in color. The heat is then removed and the reaction mixture allowed to stir overnight at room temperature. The solution is diluted with water, and the product extracted with ether, dried, and concentrated to give 4.4 g of an oil, which is purified on a silica gel column (methylene chloride: methanol, 98:2)...